This data is from the Open Reaction Database (ORD), a public repository of structured organic reaction records. The task is: describe an organic reaction: reactants, conditions, products, and yield Starting materials: C(C)(C)(C)OC(=O)NCCSC1=NOC2=C1C=C(C=C2)F (3-(2-(N-t-butoxycarbonylamino)ethylthio)-5-fluoro-1,2-benzisoxazole), Cl.O1CCOCC1 (hydrochloric acid dioxane). The solvent is O1CCOCC1 (dioxane). Reaction conditions: temperature 5 celsius. The product is Cl.NCCSC1=NOC2=C1C=C(C=C2)F (3-(2-Aminoethylthio)-5-fluoro-1,2-benzisoxazole hydrochloride). RXN SMILES: C(OC([NH:8][CH2:9][CH2:10][S:11][C:12]1[C:16]2[CH:17]=[C:18]([F:21])[CH:19]=[CH:20][C:15]=2[O:14][N:13]=1)=O)(C)(C)C.[ClH:22].O1CCOCC1>O1CCOCC1>[ClH:22].[NH2:8][CH2:9][CH2:10][S:11][C:12]1[C:16]2[CH:17]=[C:18]([F:21])[CH:19]=[CH:20][C:15]=2[O:14][N:13]=1 |f:1.2,4.5|. Procedure details: To a solution of 3-(2-(N-t-butoxycarbonylamino)ethylthio)-5-fluoro-1,2-benzisoxazole (0.20 g) in dioxane (2 ml) was added 4N-hydrochloric acid/dioxane solution (0.8 ml) with stirring at 5° C., and the mixture was then stirred at room temperature for 30 minutes. After completion of the reaction, the solvent was evaporated under reduced pressure and the residue was recrystallized from ethanol and ethyl acetate, to give the title compound (0.14 g) as a colorless needle. Starting materials: CCCC[N+](CCCC)(CCCC)CCCC, CCOC(C)=O, [F-], C1CCOC1, CCCC(=O)Nc1nn(COCC[Si](C)(C)C)c2cc(-c3ccccc3)c(-c3ccccc3)cc12. Yields the product CCCC(=O)Nc1n[nH]c2cc(-c3ccccc3)c(-c3ccccc3)cc12. As a reaction SMILES: [CH3:2][CH2:3][CH2:4][CH2:5][N+:6]([CH2:7][CH2:8][CH2:9][CH3:10])([CH2:11][CH2:12][CH2:13][CH3:14])[CH2:15][CH2:16][CH2:17][CH3:18].[CH3:54][CH2:55][O:56][C:57](=[O:58])[CH3:59].[F-:1].[O:60]1[CH2:61][CH2:62][CH2:63][CH2:64]1.[c:19]1(-[c:25]2[cH:26][c:27]3[c:28]([NH:48][C:49]([CH2:50][CH2:51][CH3:52])=[O:53])[n:29][n:30]([CH2:40][O:41][CH2:42][CH2:43][Si:44]([CH3:45])([CH3:46])[CH3:47])[c:31]3[cH:32][c:33]2-[c:34]2[cH:35][cH:36][cH:37][cH:38][cH:39]2)[cH:20][cH:21][cH:22][cH:23][cH:24]1>>[c:19]1(-[c:25]2[cH:26][c:27]3[c:28]([NH:48][C:49]([CH2:50][CH2:51][CH3:52])=[O:53])[n:29][nH:30][c:31]3[cH:32][c:33]2-[c:34]2[cH:35][cH:36][cH:37][cH:38][cH:39]2)[cH:20][cH:21][cH:22][cH:23][cH:24]1. Starting materials: mercuric chloride, FC=1C=C(C=CC1)NCC ((3-fluorophenyl)-ethylamine), S1C(=S)NC(=O)C1 (rhodanine), CCN(C(C)C)C(C)C (DIEA). Run in C(C)#N (acetonitrile). Reaction conditions: temperature 0 celsius, time 3 day. The product is FC=1C=C(C=CC1)N(C=1SCC(N1)=O)CC (2-[(3-fluorophenyl)-ethylamino]-thiazol-4-one). Yield: 76.6%. Reaction SMILES: [F:1][C:2]1[CH:3]=[C:4]([NH:8][CH2:9][CH3:10])[CH:5]=[CH:6][CH:7]=1.[S:11]1[CH2:17][C:15](=[O:16])[NH:14][C:12]1=S.CCN(C(C)C)C(C)C>C(#N)C>[F:1][C:2]1[CH:3]=[C:4]([N:8]([CH2:9][CH3:10])[C:12]2[S:11][CH2:17][C:15](=[O:16])[N:14]=2)[CH:5]=[CH:6][CH:7]=1. Reported procedure: To a solution of (3-fluorophenyl)-ethylamine (3.06 g, 22 mmol) and rhodanine (2.66 g, 20 mmol) in acetonitrile (70 mL) was added DIEA (7.66 mL, 44 mmol) at room temperature. Then, this solution was cooled to 0° C. and mercuric chloride (5.97 g, 22 mmol) was added in two portions. After addition, the suspension was allowed to warm to room temperature and stirred for 3 days. The resulting black solids were filtered through a plug of celite and washed with dichloromethane (500 mL) and methanol (250...